This data is from the Open Reaction Database (ORD), a public repository of structured organic reaction records. The task is: describe an organic reaction: reactants, conditions, products, and yield Reactants: Cl (HCl), O (water), C(CCCC)(=O)OC1=C(C=CC(=C1)C(C)C)C1(C(C2=CC=CC(=C2C1=O)[N+](=O)[O-])=O)NC(CCCC)=O (5-isopropyl-2-(4-nitro-1,3-dioxo-2-pentanamido-2,3-dihydro-1H-inden-2-yl)phenyl pentanoate). Reagents/catalysts: [Fe] (Iron). The solvent is C(C)O (ethanol). The product is C(CCCC)(=O)OC1=C(C=CC(=C1)C(C)C)C1(C(C2=CC=CC(=C2C1=O)N)=O)NC(CCCC)=O (2-(4-amino-1,3-dioxo-2-pentanamido-2,3-dihydro-1H-inden-2-yl)-5-isopropylphenyl pentanoate). Isolated yield 57.5%. As a reaction SMILES: Cl.O.[C:3]([O:9][C:10]1[CH:15]=[C:14]([CH:16]([CH3:18])[CH3:17])[CH:13]=[CH:12][C:11]=1[C:19]1([NH:33][C:34](=[O:39])[CH2:35][CH2:36][CH2:37][CH3:38])[C:27](=[O:28])[C:26]2[C:21](=[CH:22][CH:23]=[CH:24][C:25]=2[N+:29]([O-])=O)[C:20]1=[O:32])(=[O:8])[CH2:4][CH2:5][CH2:6][CH3:7]>C(O)C.[Fe]>[C:3]([O:9][C:10]1[CH:15]=[C:14]([CH:16]([CH3:17])[CH3:18])[CH:13]=[CH:12][C:11]=1[C:19]1([NH:33][C:34](=[O:39])[CH2:35][CH2:36][CH2:37][CH3:38])[C:27](=[O:28])[C:26]2[C:21](=[CH:22][CH:23]=[CH:24][C:25]=2[NH2:29])[C:20]1=[O:32])(=[O:8])[CH2:4][CH2:5][CH2:6][CH3:7]. Procedure: Iron powder (0.03 g, 0.6 mmol), conc. HCl (0.05 ml), and water (0.5 ml) were added in that order to a solution of 5-isopropyl-2-(4-nitro-1,3-dioxo-2-pentanamido-2,3-dihydro-1H-inden-2-yl)phenyl pentanoate (43 mg, 0.08 mmol) in ethanol (5 ml). The reaction mixture was heated for 1 hrs under reflux. The reaction mixture was hot filtered off, the filtrate was concentrated in a vacuum and purified by column chromatography (ethylacetate:hexane=1:4 to 1:2) to afford the title compound (22 mg, 55%). Starting materials: C1=CC=C(C(=C1)CBr)Cl (O-chlorobenzyl bromide), [H-].[Na+] (sodium hydride), C=1C=CN2C1CN(C1=C(C2)C=CC=C1)C(=O)C1=CC=C(C=C1)NC(CN1CCOCC1)=O (N-[4-(5H-pyrrolo[2,1-c][1,4]benzodiazepin-10(11H)-ylcarbonyl)phenyl]-4-morpholineacetamide), C1=CC=C(C(=C1)CBr)Cl (O-chlorobenzyl bromide). Solvent: C(C)#N (acetonitrile), O (water). The product is ClC1=C(C=CC=C1)CN(C(CN1CCOCC1)=O)C1=CC=C(C=C1)C(=O)N1CC=2N(CC3=C1C=CC=C3)C=CC2 (N-[(2-Chlorophenyl)methyl]-N-[4-(5H-pyrrolo[2,1-c][1,4]benzodiazepin-10(11H)-ylcarbonyl)phenyl]-4-morpholineacetamide). The yield is 126.9%. As a reaction SMILES: [CH:1]1[CH:2]=[CH:3][N:4]2[CH2:10][C:9]3[CH:11]=[CH:12][CH:13]=[CH:14][C:8]=3[N:7]([C:15]([C:17]3[CH:22]=[CH:21][C:20]([NH:23][C:24](=[O:32])[CH2:25][N:26]4[CH2:31][CH2:30][O:29][CH2:28][CH2:27]4)=[CH:19][CH:18]=3)=[O:16])[CH2:6][C:5]=12.[CH:33]1[CH:38]=[C:37]([CH2:39]Br)[C:36]([Cl:41])=[CH:35][CH:34]=1.[H-].[Na+]>C(#N)C.O>[Cl:41][C:36]1[CH:35]=[CH:34][CH:33]=[CH:38][C:37]=1[CH2:39][N:23]([C:20]1[CH:19]=[CH:18][C:17]([C:15]([N:7]2[C:8]3[CH:14]=[CH:13][CH:12]=[CH:11][C:9]=3[CH2:10][N:4]3[CH:3]=[CH:2][CH:1]=[C:5]3[CH2:6]2)=[O:16])=[CH:22][CH:21]=1)[C:24](=[O:32])[CH2:25][N:26]1[CH2:27][CH2:28][O:29][CH2:30][CH2:31]1 |f:2.3|. Procedure details: A mixture of 0.11 g of N-[4-(5H-pyrrolo[2,1-c][1,4]benzodiazepin-10(11H)-ylcarbonyl)phenyl]-4-morpholineacetamide, 56 mg of O-chlorobenzyl bromide and 0.41 g of K2 CO3 in 5 ml of acetonitrile is heated at reflux for 18 hours. An additional 30 mg of O-chlorobenzyl bromide and 0.4 mmol of sodium hydride is added followed by heating for 24 hours. The reaction mixture is diluted with water and extracted with ethyl acetate. The organic layer is dried with Na2SO4 and evaporated to give 0.18 g of a res... The reactants are C(C)(=O)O[C@@H]1C(N(C(=CS[C@@H]1C1=CC=C(C=C1)OC)C1=CC=CC=C1)CCN(C)C)=O ((+)-cis-6-(acetyloxy)-6,7-dihydro-7-(4-methoxyphenyl)-4[2-(dimethylamino)ethyl]-3-phenyl-1,4-thiazepin-5(4H)-one), C([O-])([O-])=O.[K+].[K+] (potassium carbonate). Solvent: C(C)O (ethanol). Reaction conditions: time 1 hour. The product is O[C@@H]1C(N(C(=CS[C@@H]1C1=CC=C(C=C1)OC)C1=CC=CC=C1)CCN(C)C)=O ((+)-cis-6,7-dihydro-6-hydroxy-7-(4-methoxyphenyl)-4-[2 -(dimethylamino)ethyl]-3-phenyl-1,4-thiazepin-5(4H)-one). The yield is 92.0%. Reaction SMILES: C([O:4][C@H:5]1[C@@H:11]([C:12]2[CH:17]=[CH:16][C:15]([O:18][CH3:19])=[CH:14][CH:13]=2)[S:10][CH:9]=[C:8]([C:20]2[CH:25]=[CH:24][CH:23]=[CH:22][CH:21]=2)[N:7]([CH2:26][CH2:27][N:28]([CH3:30])[CH3:29])[C:6]1=[O:31])(=O)C.C(=O)([O-])[O-].[K+].[K+]>C(O)C>[OH:4][C@H:5]1[C@@H:11]([C:12]2[CH:17]=[CH:16][C:15]([O:18][CH3:19])=[CH:14][CH:13]=2)[S:10][CH:9]=[C:8]([C:20]2[CH:25]=[CH:24][CH:23]=[CH:22][CH:21]=2)[N:7]([CH2:26][CH2:27][N:28]([CH3:30])[CH3:29])[C:6]1=[O:31] |f:1.2.3|. Reported procedure: A mixture of 1.3 g (0.003 mol) of (+)-cis-6-(acetyloxy)-6,7-dihydro-7-(4-methoxyphenyl)-4[2-(dimethylamino)ethyl]-3-phenyl-1,4-thiazepin-5(4H)-one and 30 mL 0.5 M potassium carbonate in 45 mL ethanol was stirred at room temperature for one hour. The solvent was removed under reduced pressure and the residue was partitioned between water and ethyl acetate. The ethyl acetate solution was washed with brine and dried (MgSO4). Removal of the solvent gave the crude base, which after recrystallization ... The reactants are P(=O)([O-])([O-])[O-] (Phosphate), C(CO)O (Ethylene glycol), [H-].[Na+] (sodium hydride), [N+](=O)([O-])C=1C=C(CBr)C=CC1 (3-Nitrobenzyl bromide). Solvent: O (water), CN(C)C=O (DMF). Conditions: time 30 minute. Yields the product [N+](=O)([O-])C=1C=C(C=CC1)COCCO (2-{(3-Nitrophenyl)methoxy}ethanol). The yield is 358.0%. As a reaction SMILES: [CH2:1]([OH:4])[CH2:2][OH:3].[H-].[Na+].[N+:7]([C:10]1[CH:11]=[C:12]([CH:15]=[CH:16][CH:17]=1)[CH2:13]Br)([O-:9])=[O:8].P([O-])([O-])([O-])=O>CN(C=O)C.O>[N+:7]([C:10]1[CH:11]=[C:12]([CH2:13][O:3][CH2:2][CH2:1][OH:4])[CH:15]=[CH:16][CH:17]=1)([O-:9])=[O:8] |f:1.2|. Reported procedure: Ethylene glycol (7.18 g) in anhydrous DMF (50 ml) was treated at 0° under nitrogen with sodium hydride (60% dispersion in mineral oil, 1.85 g) and the mixture stirred for 30 min. 3-Nitrobenzyl bromide (5.00 g) was added and the mixture was warmed to 20° over 1 h and stirred for a further 15 h. Phosphate buffer (pH 6.5, 100 ml) and water (100 ml) were added and the product was extracted with EtOAc (2×150 ml). The combined organic layer was washed with water (2×200 ml) and dried (Na2SO4). Solvent ... The reactants are [Si](C)(C)(C(C)(C)C)OCC1(CC=2N(CCS1)C(=NN2)C2(CC2)C2=CC=C(C=C2)B2OC(C(O2)(C)C)(C)C)C (8-({[Tert-butyl(dimethyl)silyl]oxy}methyl)-8-methyl-3-{1-[4-(4,4,5,5-tetramethyl-1,3,2-dioxaborolan-2-yl)phenyl]cyclopropyl}-5,6,8,9-tetrahydro[1,2,4]triazolo[4,3-d][1,4]thiazepine), BrC1=NC=CC=C1Cl (2-bromo-3-chloropyridine), C([O-])([O-])=O.[K+].[K+] (potassium carbonate), C(O)([O-])=O.[Na+] (sodium hydrogencarbonate). Reagents/catalysts: C=1C=CC(=CC1)[P](C=2C=CC=CC2)(C=3C=CC=CC3)[Pd]([P](C=4C=CC=CC4)(C=5C=CC=CC5)C=6C=CC=CC6)([P](C=7C=CC=CC7)(C=8C=CC=CC8)C=9C=CC=CC9)[P](C=1C=CC=CC1)(C=1C=CC=CC1)C=1C=CC=CC1 (tetrakis(triphenylphosphine)palladium(0)). Run in C(OC)COC (dimethoxyethane), O (water). Yields the product [Si](C)(C)(C(C)(C)C)OCC1(CC=2N(CCS1)C(=NN2)C2(CC2)C2=CC=C(C=C2)C2=NC=CC=C2Cl)C (8-({[Tert-butyl(dimethyl)silyl]oxy}methyl)-3-{1-[4-(3-chloropyridin-2-yl)phenyl]cyclopropyl}-8-methyl-5,6,8,9-tetrahydro[1,2,4]triazolo[4,3-d][1,4]thiazepine). Isolated yield 35.7%. RXN SMILES: [Si:1]([O:8][CH2:9][C:10]1([CH3:38])[S:16][CH2:15][CH2:14][N:13]2[C:17]([C:20]3([C:23]4[CH:28]=[CH:27][C:26](B5OC(C)(C)C(C)(C)O5)=[CH:25][CH:24]=4)[CH2:22][CH2:21]3)=[N:18][N:19]=[C:12]2[CH2:11]1)([C:4]([CH3:7])([CH3:6])[CH3:5])([CH3:3])[CH3:2].Br[C:40]1[C:45]([Cl:46])=[CH:44][CH:43]=[CH:42][N:41]=1.C(=O)([O-])[O-].[K+].[K+].C(=O)([O-])O.[Na+]>C(COC)OC.O.C1C=CC([P]([Pd]([P](C2C=CC=CC=2)(C2C=CC=CC=2)C2C=CC=CC=2)([P](C2C=CC=CC=2)(C2C=CC=CC=2)C2C=CC=CC=2)[P](C2C=CC=CC=2)(C2C=CC=CC=2)C2C=CC=CC=2)(C2C=CC=CC=2)C2C=CC=CC=2)=CC=1>[Si:1]([O:8][CH2:9][C:10]1([CH3:38])[S:16][CH2:15][CH2:14][N:13]2[C:17]([C:20]3([C:23]4[CH:24]=[CH:25][C:26]([C:40]5[C:45]([Cl:46])=[CH:44][CH:43]=[CH:42][N:41]=5)=[CH:27][CH:28]=4)[CH2:21][CH2:22]3)=[N:18][N:19]=[C:12]2[CH2:11]1)([C:4]([CH3:7])([CH3:6])[CH3:5])([CH3:3])[CH3:2] |f:2.3.4,5.6,^1:68,70,89,108|. Reported procedure: A solution of the compound (555 mg, 1.0 mmol) obtained in Example 16-5), 2-bromo-3-chloropyridine (294 mg, 2 mmol), tetrakis(triphenylphosphine)palladium(0) (231 mg, 0.2 mmol), and potassium carbonate (276 mg, 2 mmol) in dimethoxyethane (4 mL) and water (1 mL) was stirred at 130° C. for 1.5 h under microwave irradiation. The reaction mixture was cooled to room temperature, saturated aqueous sodium hydrogencarbonate was added to the reaction mixture, the mixture was extracted with dichloromethane... The reagents and catalysts are Cl[Pd]([P](C1=CC=CC=C1)(C2=CC=CC=C2)C3=CC=CC=C3)([P](C4=CC=CC=C4)(C5=CC=CC=C5)C6=CC=CC=C6)Cl (trans-dichlorobis(triphenylphosphine)palladium). Yields the product C(C)NC(NC1=CC(=C(C=N1)C=1C=C2C(C(=CN(C2=CC1)C[C@H]1CNCC1)C(=O)OCC)=O)C=1SC=C(N1)C(F)(F)F)=O ((R)-ethyl 6-(6-(3-ethylureido)-4-(4-(trifluoromethyl)thiazol-2-yl)pyridin-3-yl)-4-oxo-1-(pyrrolidin-3-ylmethyl)-1,4-dihydroquinoline-3-carboxylate). The yield is 82.9%. Starting materials: Cl.IC=1C=C2C(C(=CN(C2=CC1)C[C@H]1CNCC1)C(=O)OCC)=O ((R)-ethyl 6-iodo-4-oxo-1-(pyrrolidin-3-ylmethyl)-1,4-dihydroquinoline-3-carboxylate hydrochloride), Cl.IC=1C=C2C(C(=CN(C2=CC1)C[C@H]1CNCC1)C(=O)OCC)=O ((R)-ethyl 6-iodo-4-oxo-1-(pyrrolidin-3-ylmethyl)-1,4-dihydroquinoline-3-carboxylate hydrochloride), C(C)NC(=O)NC1=NC=C(C(=C1)C=1SC=C(N1)C(F)(F)F)B1OC(C(O1)(C)C)(C)C (1-Ethyl-3-(5-(4,4,5,5-tetramethyl-1,3,2-dioxaborolan-2-yl)-4-(4-(trifluoromethyl)thiazol-2-yl)pyridin-2-yl)urea), C(C)NC(=O)NC1=NC=C(C(=C1)C=1SC=C(N1)C(F)(F)F)B1OC(C(O1)(C)C)(C)C (1-Ethyl-3-(5-(4,4,5,5-tetramethyl-1,3,2-dioxaborolan-2-yl)-4-(4-(trifluoromethyl)thiazol-2-yl)pyridin-2-yl)urea), C([O-])(O)=O.[Na+] (sodium bicarbonate). As a reaction SMILES: Cl.I[C:3]1[CH:4]=[C:5]2[C:10](=[CH:11][CH:12]=1)[N:9]([CH2:13][C@@H:14]1[CH2:18][CH2:17][NH:16][CH2:15]1)[CH:8]=[C:7]([C:19]([O:21][CH2:22][CH3:23])=[O:20])[C:6]2=[O:24].[CH2:25]([NH:27][C:28]([NH:30][C:31]1[CH:36]=[C:35]([C:37]2[S:38][CH:39]=[C:40]([C:42]([F:45])([F:44])[F:43])[N:41]=2)[C:34](B2OC(C)(C)C(C)(C)O2)=[CH:33][N:32]=1)=[O:29])[CH3:26].C(=O)(O)[O-].[Na+]>C(COC)OC.O.Cl[Pd](Cl)([P](C1C=CC=CC=1)(C1C=CC=CC=1)C1C=CC=CC=1)[P](C1C=CC=CC=1)(C1C=CC=CC=1)C1C=CC=CC=1>[CH2:25]([NH:27][C:28](=[O:29])[NH:30][C:31]1[N:32]=[CH:33][C:34]([C:3]2[CH:4]=[C:5]3[C:10](=[CH:11][CH:12]=2)[N:9]([CH2:13][C@@H:14]2[CH2:18][CH2:17][NH:16][CH2:15]2)[CH:8]=[C:7]([C:19]([O:21][CH2:22][CH3:23])=[O:20])[C:6]3=[O:24])=[C:35]([C:37]2[S:38][CH:39]=[C:40]([C:42]([F:45])([F:44])[F:43])[N:41]=2)[CH:36]=1)[CH3:26] |f:0.1,3.4,^1:69,88|. Solvent: O (water), C(OC)COC (dimethoxyethane), O (water). Reaction conditions: temperature 82.5 celsius. Procedure details: A vial was charged with (R)-ethyl 6-iodo-4-oxo-1-(pyrrolidin-3-ylmethyl)-1,4-dihydroquinoline-3-carboxylate hydrochloride (Intermediate 97, 1.0 g, 2.16 mmol), 6-(3-ethylureido)-4-(4-trifluoromethylthiazol-2-yl)pyridin-3-ylboronic acid (Intermediate 17, 940 mg, 2.61 mmol), and sodium bicarbonate (730 mg, 8.65 mmol) in dimethoxyethane (10 mL) and water (2 mL). The reaction mixture was purged with N2 for about 5 min, then trans-dichlorobis(triphenylphosphine)palladium (II) (160 mg, 0.228 mmol) was ... The reactants are BrCCCC (Bromobutane), N1C=NC=C1 (imidazole). Solvent: CO (methanol), [OH-].[Na+] (sodium hydroxide). Yields the product C(CCC)N1C=NC=C1 (1-n-butylimidazole). Reaction SMILES: Br[CH2:2][CH2:3][CH2:4][CH3:5].[NH:6]1[CH:10]=[CH:9][N:8]=[CH:7]1>CO.[OH-].[Na+]>[CH2:2]([N:6]1[CH:10]=[CH:9][N:8]=[CH:7]1)[CH2:3][CH2:4][CH3:5] |f:3.4|. Procedure: Bromobutane (27.4 ml; 0.255 mole) was added dropwise to a stirred solution of imidazole (13.6 g; 0.2 mole) in a mixture of methanol (30 ml) and sodium hydroxide solution (30 ml; 10M) maintained at 30° to 40° C. When the addition was complete the reaction mixture was stirred and refluxed for 12 hours. The solvent was evaporated, the residue extracted with chloroform (2×50 ml) and the extracts dried over magnesium sulphate and concentrated under reduced pressure. The resulting yellow oil was purif... Starting materials: Cc1ccc(-n2nc(C(C)(C)C)cc2NC(=O)Nc2ccc(OCc3ccnc(NC(=O)CCl)c3)c3ccccc23)cc1, C[S-], CO, [Na+]. Product: CSCC(=O)Nc1cc(COc2ccc(NC(=O)Nc3cc(C(C)(C)C)nn3-c3ccc(C)cc3)c3ccccc23)ccn1. RXN SMILES: [C:1]([CH3:2])([CH3:3])([CH3:4])[c:5]1[n:6][n:7](-[c:37]2[cH:38][cH:39][c:40]([CH3:43])[cH:41][cH:42]2)[c:8]([NH:10][C:11]([NH:12][c:13]2[cH:14][cH:15][c:16]([O:23][CH2:24][c:25]3[cH:26][c:27]([NH:31][C:32]([CH2:33][Cl:34])=[O:35])[n:28][cH:29][cH:30]3)[c:17]3[cH:18][cH:19][cH:20][cH:21][c:22]23)=[O:36])[cH:9]1.[CH3:44][S-:45].[CH3:47][OH:48].[Na+:46]>>[C:1]([CH3:2])([CH3:3])([CH3:4])[c:5]1[n:6][n:7](-[c:37]2[cH:38][cH:39][c:40]([CH3:43])[cH:41][cH:42]2)[c:8]([NH:10][C:11]([NH:12][c:13]2[cH:14][cH:15][c:16]([O:23][CH2:24][c:25]3[cH:26][c:27]([NH:31][C:32]([CH2:33][S:45][CH3:44])=[O:35])[n:28][cH:29][cH:30]3)[c:17]3[cH:18][cH:19][cH:20][cH:21][c:22]23)=[O:36])[cH:9]1. Starting materials: ClC1=CC=C(C(=O)N2C(=C(C3=CC(=CC=C23)OC)CNO)C)C=C1 (1-(4-chlorobenzoyl)-N-hydroxy-5-methoxy-2-methyl-1H-indole-3-methanamine), CN=C=O (methyl isocyanate), C(C)(=O)[O-].[Na+] (sodium acetate). The solvent is O1CCOCC1.O (dioxane water). The product is ClC1=CC=C(C(=O)N2C(=C(C3=CC(=CC=C23)OC)CN(C(=O)NC)O)C)C=C1 (1-(4-chlorobenzoyl)-N-hydroxy-5-methoxy-2-methyl-N-[(methylamino)carbonyl]-1H-indole-3-methanamine). The yield is 51.0%. Reaction SMILES: [Cl:1][C:2]1[CH:24]=[CH:23][C:5]([C:6]([N:8]2[C:16]3[C:11](=[CH:12][C:13]([O:17][CH3:18])=[CH:14][CH:15]=3)[C:10]([CH2:19][NH:20][OH:21])=[C:9]2[CH3:22])=[O:7])=[CH:4][CH:3]=1.[CH3:25][N:26]=[C:27]=[O:28].C([O-])(=O)C.[Na+]>O1CCOCC1.O>[Cl:1][C:2]1[CH:24]=[CH:23][C:5]([C:6]([N:8]2[C:16]3[C:11](=[CH:12][C:13]([O:17][CH3:18])=[CH:14][CH:15]=3)[C:10]([CH2:19][N:20]([OH:21])[C:27]([NH:26][CH3:25])=[O:28])=[C:9]2[CH3:22])=[O:7])=[CH:4][CH:3]=1 |f:2.3,4.5|. Procedure details: According to the procedure of Example 62, 1-(4-chlorobenzoyl)-N-hydroxy-5-methoxy-2-methyl-1H-indole-3-methanamine is reacted with 1.1 eq of methyl isocyanate in dioxane/water (2:1) in the absence of sodium acetate. The crude product is purified by column chromatography (silica gel) eluting with a gradient of acetone/hexane to give pure 1-(4-chlorobenzoyl)-N-hydroxy-5-methoxy-2-methyl-N-[(methylamino)carbonyl]-1H-indole-3-methanamine (51%) as an amorphous solid.